This data is from the Open Reaction Database (ORD), a public repository of structured organic reaction records. The task is: describe an organic reaction: reactants, conditions, products, and yield Procedure details: A solution of t-butyl 3-[3-(2-ethoxycarbonylethyl)-5-(3-pyridyloxy)phenyl]propanoate (Preparation 29; 7.8 g) in dichloromethane (100 ml) was treated with trifluoroacetic acid (20 ml) and the resulting solution stirred at room temperature for 20 hours and then evaporated under vacuum. The residue was azeotroped twice with toluene, and then ether (ca 100 ml) and pyridine (ca 10 ml) were added sequentially. This mixture was washed with water and then the combined aqueous washings extracted with eth... Reactants: C(C)OC(=O)CCC=1C=C(C=C(C1)OC=1C=NC=CC1)CCC(=O)OC(C)(C)C (t-butyl 3-[3-(2-ethoxycarbonylethyl)-5-(3-pyridyloxy)phenyl]propanoate), FC(C(=O)O)(F)F (trifluoroacetic acid). Solvent: ClCCl (dichloromethane). RXN SMILES: C([O:3][C:4]([CH2:6][CH2:7][C:8]1[CH:9]=[C:10]([CH2:21][CH2:22][C:23]([O:25][C:26](C)(C)[CH3:27])=[O:24])[CH:11]=[C:12]([O:14][C:15]2[CH:16]=[N:17][CH:18]=[CH:19][CH:20]=2)[CH:13]=1)=[O:5])C.FC(F)(F)C(O)=O>ClCCl>[CH2:26]([O:25][C:23]([CH2:22][CH2:21][C:10]1[CH:9]=[C:8]([CH2:7][CH2:6][C:4]([OH:5])=[O:3])[CH:13]=[C:12]([O:14][C:15]2[CH:16]=[N:17][CH:18]=[CH:19][CH:20]=2)[CH:11]=1)=[O:24])[CH3:27]. Conditions: time 20 hour. Isolated yield 97.8%. Yields the product C(C)OC(=O)CCC=1C=C(C=C(C1)OC=1C=NC=CC1)CCC(=O)O (3-[3-(2-Ethoxycarbonylethyl)-5-(3-pyridyloxy)phenyl]propanoic acid). The product is C(C)OC(=O)N1CCC(CC1)(CC1=CC=C(C=C1)C)O (4-hydroxy-4-(4-methyl-benzyl)-piperidin-1-carboxylic acid ethylester). Starting materials: CC1=CC=C(CBr)C=C1 (4-methyl-benzylbromide), Mg, C(C)OC(=O)N1CCC(CC1)=O (1-ethoxycarbonyl-4-piperidone). The solvent is C(C)OCC (diethylether), C(C)OCC (diethylether), Cl.[NH4+] (ammoniumhydrochloride), O (water), C(C)OCC (diethylether). The yield is 97.8%. Procedure details: A solution of 1-ethoxycarbonyl-4-piperidone (39 ml, 0.26 mol) in diethylether (150 ml) was added dropwise at room temperature to a solution prepared from 4-methyl-benzylbromide (237 g, 1.28 mol) and Mg (31.2 g, 1.28 mol) in diethylether (300 ml). Room temperature was maintained for 45 min with stirring and the mixture was then refluxed for 5 h. It was cooled to 0° C., diluted with diethylether (700 ml) and hydrolyzed with saturated ammoniumhydrochloride solution (200 ml) and water (350 ml). Inso... As a reaction SMILES: [CH2:1]([O:3][C:4]([N:6]1[CH2:11][CH2:10][C:9](=[O:12])[CH2:8][CH2:7]1)=[O:5])[CH3:2].[CH3:13][C:14]1[CH:21]=[CH:20][C:17]([CH2:18]Br)=[CH:16][CH:15]=1>C(OCC)C.Cl.[NH4+].O>[CH2:1]([O:3][C:4]([N:6]1[CH2:7][CH2:8][C:9]([OH:12])([CH2:13][C:14]2[CH:21]=[CH:20][C:17]([CH3:18])=[CH:16][CH:15]=2)[CH2:10][CH2:11]1)=[O:5])[CH3:2] |f:3.4|. The reactants are C[C@@H]1CNS(C1)(=O)=O ((R)-4-methylisothiazolidine 1,1-dioxide), BrC1=CC(=C(C=C1)C(=O)N1CCN(CC1)C1=NC=C(C=C1C)C)F ((4-bromo-2-fluorophenyl)[4-(3,5-dimethylpyridin-2-yl)piperazin-1-yl]methanone). Product: CC=1C(=NC=C(C1)C)N1CCN(CC1)C(=O)C1=C(C=C(C=C1)N1S(C[C@@H](C1)C)(=O)=O)F ((R)-[4-(3,5-dimethylpyridin-2-yl)piperazin-1-yl][2-fluoro-4-(4-methyl-1,1-dioxo-1λ6-isothiazolidin-2-yl)phenyl]methanone). Yield: 12.6%. RXN SMILES: [CH3:1][C@H:2]1[CH2:6][S:5](=[O:8])(=[O:7])[NH:4][CH2:3]1.Br[C:10]1[CH:15]=[CH:14][C:13]([C:16]([N:18]2[CH2:23][CH2:22][N:21]([C:24]3[C:29]([CH3:30])=[CH:28][C:27]([CH3:31])=[CH:26][N:25]=3)[CH2:20][CH2:19]2)=[O:17])=[C:12]([F:32])[CH:11]=1>>[CH3:30][C:29]1[C:24]([N:21]2[CH2:22][CH2:23][N:18]([C:16]([C:13]3[CH:14]=[CH:15][C:10]([N:4]4[CH2:3][C@@H:2]([CH3:1])[CH2:6][S:5]4(=[O:8])=[O:7])=[CH:11][C:12]=3[F:32])=[O:17])[CH2:19][CH2:20]2)=[N:25][CH:26]=[C:27]([CH3:31])[CH:28]=1. Reported procedure: Using (R)-4-methylisothiazolidine 1,1-dioxide (320 mg) described in Preparation Example 7 and (4-bromo-2-fluorophenyl)[4-(3,5-dimethylpyridin-2-yl)piperazin-1-yl]methanone (439 mg) described in Preparation Example 114 and by the reaction and treatment in the same manner as in Example 1, the title compound (63 mg) was obtained. Starting materials: C1=CC=CC=2C3=CC=CC=C3C(C12)O (9-fluorenol), BrCC(=O)OCC (ethyl bromoacetate), [H-].[Na+] (sodium hydride), ice. Solvent: CN(C=O)C (N,N-dimethylformamide). Conditions: time 50 minute. The product is C1=CC=CC=2C3=CC=CC=C3C(C12)OCC(=O)OCC (ethyl 9-fluorenyloxyacetate). RXN SMILES: [H-].[Na+].[CH:3]1[C:15]2[CH:14]([OH:16])[C:13]3[C:8](=[CH:9][CH:10]=[CH:11][CH:12]=3)[C:7]=2[CH:6]=[CH:5][CH:4]=1.Br[CH2:18][C:19]([O:21][CH2:22][CH3:23])=[O:20]>CN(C)C=O>[CH:3]1[C:15]2[CH:14]([O:16][CH2:18][C:19]([O:21][CH2:22][CH3:23])=[O:20])[C:13]3[C:8](=[CH:9][CH:10]=[CH:11][CH:12]=3)[C:7]=2[CH:6]=[CH:5][CH:4]=1 |f:0.1|. Reported procedure: 0.8 g of sodium hydride (60% dispersion in mineral oil) was added over 5 minutes under ice-cooling to a solution of 3.64 g of 9-fluorenol and 3 ml of ethyl bromoacetate in 40 ml of N,N-dimethylformamide. After stirring for 50 minutes, the reaction mixture was poured into ice-cold 5% HCl and extracted with ether. The organic layer was washed with a saturated saline, dried over anhydrous magnesium sulfate, and concentrated. The residue was purified by a silica gel column chromatography (eluting so...